This data is from the Open Reaction Database (ORD), a public repository of structured organic reaction records. The task is: describe an organic reaction: reactants, conditions, products, and yield The reactants are BrC=1C(=CN=C2C=CC(=NC12)OC)F (8-bromo-7-fluoro-2-methoxy-[1,5]naphthyridine), C(CC(=O)OCC)(=O)OCC (diethyl malonate), methyl ester. Yields the product C(C)OC(C(=C)C1=C(C=NC2=CC=C(N=C12)OC)F)=O (2-(3-fluoro-6-methoxy-[1,5]naphthyridin-4-yl) -acrylic acid ethyl ester). Isolated yield 44.5%. As a reaction SMILES: Br[C:2]1[C:3]([F:14])=[CH:4][N:5]=[C:6]2[C:11]=1[N:10]=[C:9]([O:12][CH3:13])[CH:8]=[CH:7]2.[C:15](OCC)(=O)[CH2:16][C:17]([O:19][CH2:20][CH3:21])=[O:18]>>[CH2:20]([O:19][C:17](=[O:18])[C:16]([C:2]1[C:11]2[C:6](=[CH:7][CH:8]=[C:9]([O:12][CH3:13])[N:10]=2)[N:5]=[CH:4][C:3]=1[F:14])=[CH2:15])[CH3:21]. Reported procedure: Starting from 8-bromo-7-fluoro-2-methoxy-[1,5]naphthyridine (10 g, 38.9 mmol) and diethyl malonate (17.9 mL, 116.7 mmol), the title compound (4.8 g, 17.3 mmol) was prepared as described in WO 2007/122258 for the analogous methyl ester. The purity of the material was around 80%.